This data is from the Open Reaction Database (ORD), a public repository of structured organic reaction records. The task is: describe an organic reaction: reactants, conditions, products, and yield Starting materials: [Cl-].C(C1=CC=CC=C1)[P+](CCCC)(CCCC)CCCC (benzyltributylphosphonium chloride), ClC[Si](Cl)(Cl)Cl ((chloromethyl)trichlorosilane), Cl[SiH](Cl)Cl (trichlorosilane). The product is Cl[Si](C[Si](Cl)(Cl)Cl)(Cl)Cl (1,1,1,3,3,3-hexachloro-1,3-disilapropane). Isolated yield 59.7%. Reaction SMILES: [Cl-].C([P+](CCCC)(CCCC)CCCC)C1C=CC=CC=1.Cl[CH2:23][Si:24]([Cl:27])([Cl:26])[Cl:25].[Cl:28][SiH:29]([Cl:31])[Cl:30]>>[Cl:25][Si:24]([Cl:27])([Cl:26])[CH2:23][Si:29]([Cl:31])([Cl:30])[Cl:28] |f:0.1|. Procedure: In the same apparatus and procedure as Example 1 above, 0.22 g (0.67 mmol) of benzyltributylphosphonium chloride, 1.23 g (6.69 mmol) of (chloromethyl)trichlorosilane, and 2.71 g (20.0 mmol) of trichlorosilane were reacted at 160° C. for 15 hrs. The resulting mixture was distilled to give 1.13 g of 1,1,1,3,3,3-hexachloro-1,3-disilapropane (yield; 68%). The reactants are [C-]#N.[K+] (KCN), BrCC1=CC2=CC=CC=C2C=C1C (2-bromomethyl-3-methylnaphthalene), CS(=O)C (DMSO). Solvent: O (water). Reaction conditions: time 1 hour. Product: CC=1C=C(C2=CC=CC=C2C1)CC#N (3-Methyl-2-naphthalenylacetonitrile). The yield is 81.0%. RXN SMILES: [C-:1]#[N:2].[K+].BrC[C:6]1[C:15]([CH3:16])=[CH:14][C:13]2[C:8](=[CH:9][CH:10]=[CH:11][CH:12]=2)[CH:7]=1.[CH3:17]S(C)=O>O>[CH3:16][C:15]1[CH:6]=[C:7]([CH2:17][C:1]#[N:2])[C:8]2[C:13]([CH:14]=1)=[CH:12][CH:11]=[CH:10][CH:9]=2 |f:0.1|. Procedure: KCN (1.81 g, 27.85 mmol) was added to a solution of 2-bromomethyl-3-methylnaphthalene (5.95 g, 25.32 mmol) in 150 mL of DMSO at room temperature. The resulting mixture was stirred 1 hour, diluted with water (175 mL) and stirred another 15 minutes. The resulting precipitate was collected by filtration, washed with water and dried in vacuo to give the desired product (3.71 g g, 81%) of sufficient purity for use in the subsequent reaction. Reactants: C1CCOC1, COCC(C)Oc1cc(OCc2ccccc2)cc(C(=O)OC)c1. The product is COCC(C)Oc1cc(O)cc(C(=O)OC)c1. RXN SMILES: [CH2:25]1[O:26][CH2:27][CH2:28][CH2:29]1.[CH3:1][O:2][CH2:3][CH:4]([CH3:5])[O:6][c:7]1[cH:8][c:9]([C:10](=[O:11])[O:12][CH3:13])[cH:14][c:15]([O:17][CH2:18][c:19]2[cH:20][cH:21][cH:22][cH:23][cH:24]2)[cH:16]1>>[CH3:1][O:2][CH2:3][CH:4]([CH3:5])[O:6][c:7]1[cH:8][c:9]([C:10](=[O:11])[O:12][CH3:13])[cH:14][c:15]([OH:17])[cH:16]1. Starting materials: ClC=1C=C(C(=O)O)C=C(C1OCC#C)OCC#C (3-chloro-4,5-dipropargyloxybenzoic acid), S(=O)(Cl)Cl (thionyl chloride). Yields the product ClC=1C=C(C(=O)Cl)C=C(C1OCC#C)OCC#C (3-chloro-4,5-dipropargyloxybenzoyl chloride). Reaction SMILES: [Cl:1][C:2]1[CH:3]=[C:4]([CH:8]=[C:9]([O:15][CH2:16][C:17]#[CH:18])[C:10]=1[O:11][CH2:12][C:13]#[CH:14])[C:5](O)=[O:6].S(Cl)([Cl:21])=O>>[Cl:1][C:2]1[CH:3]=[C:4]([CH:8]=[C:9]([O:15][CH2:16][C:17]#[CH:18])[C:10]=1[O:11][CH2:12][C:13]#[CH:14])[C:5]([Cl:21])=[O:6]. Reported procedure: A mixture of 3-chloro-4,5-dipropargyloxybenzoic acid (10.7 g) and thionyl chloride (30 ml) was stirred under reflux for 1 hour. After cooling, the reaction mixture was evaporated under reduced pressure to give 3-chloro-4,5-dipropargyloxybenzoyl chloride in a quantitative yield. Starting materials: FC1=C(C(=O)C2=C(C=CC=C2)F)C=CC=C1 (2,2'-difluorobenzophenone), C(C(=O)O)(=O)O (oxalic acid), ClP(OCC)(OCC)=O (diethyl chlorophosphonate), O1CCCC1 (tetrahydrofurane). Run in CCCCCC (hexane), C(C)(C)(C)N=CC (acetaldehyde N-tert-butylimine). Conditions: temperature 85 celsius. Yields the product FC1=C(C=CC=C1)C(=CC=O)C1=C(C=CC=C1)F (3,3-bis(2-fluorophenyl)-2-propenal). As a reaction SMILES: [F:1][C:2]1[CH:16]=[CH:15][CH:14]=[CH:13][C:3]=1[C:4]([C:6]1[CH:11]=[CH:10][CH:9]=[CH:8][C:7]=1[F:12])=O.ClP(=O)(OCC)[O:19][CH2:20][CH3:21].O1CCCC1.C(O)(=O)C(O)=O>CCCCCC.C(N=CC)(C)(C)C>[F:1][C:2]1[CH:16]=[CH:15][CH:14]=[CH:13][C:3]=1[C:4]([C:6]1[CH:11]=[CH:10][CH:9]=[CH:8][C:7]=1[F:12])=[CH:21][CH:20]=[O:19]. Procedure details: The compound was prepared according to the procedure described in Example 84. The following reagents were used: 2,2'-difluorobenzophenone (6.0 g) diisopropylamine (28.8 mL) 1.6M n-butyl lithium in hexane (129 mL), acetaldehyde N-tert-butylimine (13.2 mL). diethyl chlorophosphonate (14.85 mL) and tetrahydrofurane (100 mL). The reaction was worked up in the usual manner, with the exception that the oxalic acid catalyzed hydrolysis was slow and it was necessary to heat the mixture to 85° C. for one... Starting materials: ClC(C(=O)OCC=1CS[C@H]2N(C1C(=O)O)C([C@H]2NC(CC=2SC=CC2)=O)=O)Cl (3-Dichloroacetoxymethyl-7β-(2'-thienylacetamido)ceph-3-em-4-carboxylic acid), N1=CC=CC=C1 (pyridine), C(C)(=O)O (acetic acid). The solvent is O (water). Yields the product C=1C=C[N+](=CC1)CC2=C(N3[C@@H]([C@@H](C3=O)NC(=O)CC4=CC=CS4)SC2)C(=O)[O-] (cephaloridine). Reaction SMILES: ClC(Cl)C(O[CH2:6][C:7]1[CH2:8][S:9][C@@H:10]2[C@H:17]([NH:18][C:19](=[O:26])[CH2:20][C:21]3[S:22][CH:23]=[CH:24][CH:25]=3)[C:16](=[O:27])[N:11]2[C:12]=1[C:13]([OH:15])=[O:14])=O.[N:29]1[CH:34]=[CH:33][CH:32]=[CH:31][CH:30]=1.C(O)(=O)C>O>[CH:32]1[CH:31]=[CH:30][N+:29]([CH2:6][C:7]2[CH2:8][S:9][C@@H:10]3[C@H:17]([NH:18][C:19]([CH2:20][C:21]4[S:22][CH:23]=[CH:24][CH:25]=4)=[O:26])[C:16](=[O:27])[N:11]3[C:12]=2[C:13]([O-:15])=[O:14])=[CH:34][CH:33]=1. Reported procedure: 3-Dichloroacetoxymethyl-7β-(2'-thienylacetamido)ceph-3-em-4-carboxylic acid (0.1 g., 2.15 mmole.) was suspended in water (4 ml.), and pyridine (0.352 ml., 4.3 mmole.) was added. The solution was heated at 50° for 1 hour, acidified to pH 4.5 with acetic acid, and washed with ethyl acetate and finally with petrol. The aqueous solution was freed from dissolved organic solvents and applied to a column comprising (from top to bottom) layers of deactivated neutral alumina (8 ml.), Dowex 1 (AcO-) (20 m... Reactants: ice water, C(=O)C1=C(C=C(C=C1)CNCCOC(C(C)(C)C)=O)OC (2,2-dimethylpropionic acid 2-[(4-formyl-3-methoxyphenyl)methylamino]ethyl ester), [Cl-].S1C(=CC=C1)C[P+](C1=CC=CC=C1)(C1=CC=CC=C1)C1=CC=CC=C1 (Thiophene-2-ylmethyl triphenylphosphonium chloride), [Li]C=1C=CC=CC1 (PhLi). Solvent: C1CCOC1 (THF), C1CCOC1 (THF). Conditions: time 20 minute. Product: COC=1C=C(C=CC1C=CC=1SC=CC1)CNCCOC(C(C)(C)C)=O (2,2-dimethylpropionic acid 2-{[3-methoxy-4-(2-thiophene-2-ylvinyl)phenyl]methylamino}ethyl ester). Reaction SMILES: [Cl-].[S:2]1[CH:6]=[CH:5][CH:4]=[C:3]1[CH2:7][P+](C1C=CC=CC=1)(C1C=CC=CC=1)C1C=CC=CC=1.[Li]C1C=CC=CC=1.[CH:34]([C:36]1[CH:41]=[CH:40][C:39]([CH2:42][NH:43][CH2:44][CH2:45][O:46][C:47](=[O:52])[C:48]([CH3:51])([CH3:50])[CH3:49])=[CH:38][C:37]=1[O:53][CH3:54])=O>C1COCC1>[CH3:54][O:53][C:37]1[CH:38]=[C:39]([CH2:42][NH:43][CH2:44][CH2:45][O:46][C:47](=[O:52])[C:48]([CH3:51])([CH3:50])[CH3:49])[CH:40]=[CH:41][C:36]=1[CH:34]=[CH:7][C:3]1[S:2][CH:6]=[CH:5][CH:4]=1 |f:0.1|. Procedure details: Thiophene-2-ylmethyl triphenylphosphonium chloride (4.4 g, 16.3 mmol) was added to THF (50 ml), and PhLi (8.6 g of 19% solution in hexane, 19.6 mmol) was added dropwise thereto in an ice bath. After 20 minutes, 2,2-dimethylpropionic acid 2-[(4-formyl-3-methoxyphenyl)methylamino]ethyl ester (4.0 g, 13.6 mmol) dissolved in THF (15 ml) was added dropwise. The mixture was reacted for 2 hours. The reaction mixture was added to 300 ml of ice water, and the oily matter was subjected to 3 times of extra... Starting materials: CNC(=O)OC(CN)COC(NCCCCCCCCCCCCCCCCCC)=O (2-Methylcarbamoyloxy-3-octadecylcarbamoyloxypropylamine), ClCCCS(=O)(=O)NCC(CSCCCCCCCCCCCCCCCC)OC (3-(3-chloropropylsulfonylamino)-1-hexadecylthio-2-methoxypropane). The product is ClCCCS(=O)(=O)NCC(COC(NCCCCCCCCCCCCCCCCCC)=O)OC(NC)=O (3-(3-chloropropylsulfonylamino)-2-methylcarbamoyloxy-1-octadecylcarbamoyloxypropane). RXN SMILES: [CH3:1][NH:2][C:3]([O:5][CH:6]([CH2:9][O:10][C:11](=[O:31])[NH:12][CH2:13][CH2:14][CH2:15][CH2:16][CH2:17][CH2:18][CH2:19][CH2:20][CH2:21][CH2:22][CH2:23][CH2:24][CH2:25][CH2:26][CH2:27][CH2:28][CH2:29][CH3:30])[CH2:7][NH2:8])=[O:4].[Cl:32][CH2:33][CH2:34][CH2:35][S:36](NCC(OC)CSCCCCCCCCCCCCCCCC)(=[O:38])=[O:37]>>[Cl:32][CH2:33][CH2:34][CH2:35][S:36]([NH:8][CH2:7][CH:6]([O:5][C:3](=[O:4])[NH:2][CH3:1])[CH2:9][O:10][C:11](=[O:31])[NH:12][CH2:13][CH2:14][CH2:15][CH2:16][CH2:17][CH2:18][CH2:19][CH2:20][CH2:21][CH2:22][CH2:23][CH2:24][CH2:25][CH2:26][CH2:27][CH2:28][CH2:29][CH3:30])(=[O:38])=[O:37]. Reported procedure: 2-Methylcarbamoyloxy-3-octadecylcarbamoyloxypropylamine IVc2 is allowed to react and worked up by the same procedure as described in (4). m.p. 102°-104° C. The summary of the experimental condition and the physical data of the product are listed in the Table 7. Reactants: C(C)OCC (diethyl ether), C(=CCC)[Mg]Cl (butenyl magnesium chloride), [Cl-].[NH4+] (ammonium chloride), methylcyclopropane oxide. Reagents/catalysts: [Cu]Cl (copper(I) chloride). Run at time 20 hour. Yields the product C(CC=C)[C@H]1[C@@](CCC1)(O)C ((±)-(1R,2S)-2-(but-3-en-1-yl)-1-methylcyclopentanol). As a reaction SMILES: [CH:1]([Mg]Cl)=[CH:2][CH2:3][CH3:4].[Cl-].[NH4+].C([O:11][CH2:12][CH3:13])C>[Cu]Cl>[CH2:4]([C@@H:4]1[CH2:3][CH2:2][CH2:1][C@@:12]1([CH3:13])[OH:11])[CH2:3][CH:2]=[CH2:1] |f:1.2|. Reported procedure: To a 0° C. solution of butenyl magnesium chloride (45.6 mL, 0.5 M) was added copper(I) chloride (0.113 g) followed by methylcyclopropane oxide (1.12 g) in diethyl ether (5 ml). The reaction mixture was warmed to room temperature and stirred for 20 hours. The mixture was cooled back to 0° C. before pouring into a saturated solution of ammonium chloride (at 0° C.). The mixture was extracted with ethyl acetate (3×). The combined organic fractions were dried over magnesium sulfate, filtered and conc... Reactants: CC=1NC=CN1 (2-methylimidazole), ClC=1N=C(C2=C(N1)SC(=C2)C(F)(F)F)NCCC2=CC1=C(C=C2)OCO1 (2-chloro-6-trifluoromethyl-4-(3,4-methylenedioxyphenethylamino)-thieno-[2,3-d]-pyrimidine). Yields the product CC=1N(C=CN1)C=1N=C(C2=C(N1)SC(=C2)C(F)(F)F)NCCC2=CC1=C(C=C2)OCO1 (2-(2-methylimidazol-1-yl)-6-trifluoromethyl-4-(3,4-methylenedioxyphenethylamino)-thieno-[2,3-d]-pyrimidine). RXN SMILES: [CH3:1][C:2]1[NH:3][CH:4]=[CH:5][N:6]=1.Cl[C:8]1[N:9]=[C:10]([NH:21][CH2:22][CH2:23][C:24]2[CH:29]=[CH:28][C:27]3[O:30][CH2:31][O:32][C:26]=3[CH:25]=2)[C:11]2[CH:16]=[C:15]([C:17]([F:20])([F:19])[F:18])[S:14][C:12]=2[N:13]=1>>[CH3:1][C:2]1[N:3]([C:8]2[N:9]=[C:10]([NH:21][CH2:22][CH2:23][C:24]3[CH:29]=[CH:28][C:27]4[O:30][CH2:31][O:32][C:26]=4[CH:25]=3)[C:11]3[CH:16]=[C:15]([C:17]([F:18])([F:20])[F:19])[S:14][C:12]=3[N:13]=2)[CH:4]=[CH:5][N:6]=1. Reported procedure: Following the procedure of Example 97, the reaction of 2-methylimidazole with 2-chloro-6-trifluoromethyl-4-(3,4-methylenedioxyphenethylamino)-thieno-[2,3-d]-pyrimidine gives 2-(2-methylimidazol-1-yl)-6-trifluoromethyl-4-(3,4-methylenedioxyphenethylamino)-thieno-[2,3-d]-pyrimidine.